Dataset: the Open Reaction Database (ORD), a public repository of structured organic reaction records. Task: describe an organic reaction: reactants, conditions, products, and yield The reactants are O=C(Nc1cc(Oc2ccc([N+](=O)[O-])cc2)ccn1)N1CCCC1, C1CCOC1, [OH-], [OH-], [Pd+2]. The product is Nc1ccc(Oc2ccnc(NC(=O)N3CCCC3)c2)cc1. Reaction SMILES: [N+:1]([O-:2])(=[O:3])[c:4]1[cH:5][cH:6][c:7]([O:8][c:9]2[cH:10][c:11]([NH:15][C:16](=[O:17])[N:18]3[CH2:19][CH2:20][CH2:21][CH2:22]3)[n:12][cH:13][cH:14]2)[cH:23][cH:24]1.[O:25]1[CH2:26][CH2:27][CH2:28][CH2:29]1.[OH-:30].[OH-:32].[Pd+2:31]>>[NH2:1][c:4]1[cH:5][cH:6][c:7]([O:8][c:9]2[cH:10][c:11]([NH:15][C:16](=[O:17])[N:18]3[CH2:19][CH2:20][CH2:21][CH2:22]3)[n:12][cH:13][cH:14]2)[cH:23][cH:24]1. Reactants: N(C(=O)C)C1=C(CC2=NC=3N(C(N(C(C3N2)=O)CCC)=O)CCC2=CC=C(C=C2)[N+](=O)[O-])C=CC=C1 (8-(2-acetaminobenzyl)-3-[2-(4-nitrophenyl)ethyl]-1-propylxanthine), O.NN (hydrazine hydrate), [H][H] (hydrogen). Reagents/catalysts: [Pd] (palladium). The product is N(C(=O)C)C1=C(CC2=NC=3N(C(N(C(C3N2)=O)CCC)=O)CCC2=CC=C(C=C2)N)C=CC=C1 (8-(2-acetaminobenzyl)-3-[2-(4-aminophenyl)ethyl]-1-propylxanthine). As a reaction SMILES: [NH:1]([C:5]1[CH:36]=[CH:35][CH:34]=[CH:33][C:6]=1[CH2:7][C:8]1[NH:16][C:15]2[C:14](=[O:17])[N:13]([CH2:18][CH2:19][CH3:20])[C:12](=[O:21])[N:11]([CH2:22][CH2:23][C:24]3[CH:29]=[CH:28][C:27]([N+:30]([O-])=O)=[CH:26][CH:25]=3)[C:10]=2[N:9]=1)[C:2]([CH3:4])=[O:3].O.NN.[H][H]>[Pd]>[NH:1]([C:5]1[CH:36]=[CH:35][CH:34]=[CH:33][C:6]=1[CH2:7][C:8]1[NH:16][C:15]2[C:14](=[O:17])[N:13]([CH2:18][CH2:19][CH3:20])[C:12](=[O:21])[N:11]([CH2:22][CH2:23][C:24]3[CH:25]=[CH:26][C:27]([NH2:30])=[CH:28][CH:29]=3)[C:10]=2[N:9]=1)[C:2]([CH3:4])=[O:3] |f:1.2|. Procedure details: By the method of Example 2, 2-(acetamino)phenylacetic acid is reacted with 5,6-diamino-1-[2-(4-nitrophenyl)ethyl]-3-propyluracil (6) to yield 8-(2-acetaminobenzyl)-3-[2-(4-nitrophenyl)ethyl]-1-propylxanthine. By methods well known in the art, 8-(2-acetaminobenzyl)-3-[2-(4-nitrophenyl)ethyl]-1-propylxanthine is reduced with hydrazine hydrate or hydrogen gas in the presence of a palladium catalyst to yield 8-(2-acetaminobenzyl)-3-[2-(4-aminophenyl)ethyl]-1-propylxanthine.